From a dataset of the Open Reaction Database (ORD), a public repository of structured organic reaction records. describe an organic reaction: reactants, conditions, products, and yield Reactants: Cl (hydrochloric acid), CSC1=CC=C(C=C1)C1=C(C=NO1)CCC(=O)OC (methyl 3-[5-(4-methylthiophenyl)-4-isoxazolyl]propionate), [H-].C(C(C)C)[Al+]CC(C)C (diisobutylaluminum hydride). Run in O1CCCC1 (tetrahydrofuran). Conditions: time 1 hour. The product is CSC1=CC=C(C=C1)C1=C(C=NO1)CCCO (3-[5-(4-methylthiophenyl)-4-isoxazolyl]propan-1-ol), crystal. The yield is 95.0%. RXN SMILES: [CH3:1][S:2][C:3]1[CH:8]=[CH:7][C:6]([C:9]2[O:13][N:12]=[CH:11][C:10]=2[CH2:14][CH2:15][C:16](OC)=[O:17])=[CH:5][CH:4]=1.[H-].C([Al+]CC(C)C)C(C)C.Cl>O1CCCC1>[CH3:1][S:2][C:3]1[CH:4]=[CH:5][C:6]([C:9]2[O:13][N:12]=[CH:11][C:10]=2[CH2:14][CH2:15][CH2:16][OH:17])=[CH:7][CH:8]=1 |f:1.2|. Procedure details: To a solution of methyl 3-[5-(4-methylthiophenyl)-4-isoxazolyl]propionate (1.60 g) in tetrahydrofuran (60 ml) was gently added diisobutylaluminum hydride (0.95 M toluene solution, 15.2 ml) at 0° C., and the mixture was stirred at room temperature for 1 hr. The reaction mixture was poured into dilute hydrochloric acid, and the mixture was extracted with ethyl acetate. The ethyl acetate layer was washed with saturated brine, dried (MgSO4) and concentrated. The residue was subjected to silica gel c...